From a dataset of the Open Reaction Database (ORD), a public repository of structured organic reaction records. describe an organic reaction: reactants, conditions, products, and yield Reactants: CCCCOc1ccc(CN(CC(O)c2cccc(Cl)c2)C(C)Cc2ccc(OC)c(OC)c2)cc1OC, Cc1ccccc1, O=C(Cl)Cl, [H-], [Na+], Cc1cccc(C)n1. The product is COc1ccc(CC(C)N2CC(c3cccc(Cl)c3)OC2=O)cc1OC. Reaction SMILES: [CH3:1][O:2][c:3]1[cH:4][c:5]([CH2:6][N:7]([CH2:8][CH:9]([OH:10])[c:11]2[cH:12][c:13]([Cl:17])[cH:14][cH:15][cH:16]2)[CH:18]([CH2:19][c:20]2[cH:21][c:22]([O:28][CH3:29])[c:23]([O:26][CH3:27])[cH:24][cH:25]2)[CH3:30])[cH:31][cH:32][c:33]1[O:34][CH2:35][CH2:36][CH2:37][CH3:38].[CH3:53][c:54]1[cH:55][cH:56][cH:57][cH:58][cH:59]1.[Cl:49][C:50]([Cl:51])=[O:52].[H-:39].[Na+:40].[n:41]1[c:42]([CH3:43])[cH:44][cH:45][cH:46][c:47]1[CH3:48]>>[C:6]1(=[O:52])[N:7]([CH:18]([CH2:19][c:20]2[cH:21][c:22]([O:28][CH3:29])[c:23]([O:26][CH3:27])[cH:24][cH:25]2)[CH3:30])[CH2:8][CH:9]([c:11]2[cH:12][c:13]([Cl:17])[cH:14][cH:15][cH:16]2)[O:10]1. Starting materials: Cl (hydrochloric acid), ice water, N1=CC(=CC=C1)C=O (pyridine-3-carboxaldehyde), CN1C=CC=2C(CCCC12)=O (1-methyl-1,5,6,7-tetrahydroindol-4-one), CC(C)([O-])C.[K+] (potassium tert-butoxide). The solvent is CC(C)(C)O (2-methyl-2-propanol). Conditions: time 10 minute. The product is CN1C=CC=2C(=C(C=CC12)CC=1C=NC=CC1)O (1-methyl-5-pyridin-3-ylmethyl-1H-indol-4-ol). Isolated yield 74.0%. RXN SMILES: [N:1]1[CH:6]=[CH:5][CH:4]=[C:3]([CH:7]=O)[CH:2]=1.[CH3:9][N:10]1[C:18]2[CH2:17][CH2:16][CH2:15][C:14](=[O:19])[C:13]=2[CH:12]=[CH:11]1.CC(C)([O-])C.[K+].Cl>CC(O)(C)C>[CH3:9][N:10]1[C:18]2[CH:17]=[CH:16][C:15]([CH2:7][C:3]3[CH:2]=[N:1][CH:6]=[CH:5][CH:4]=3)=[C:14]([OH:19])[C:13]=2[CH:12]=[CH:11]1 |f:2.3|. Procedure: 500 cm3 of 2-methyl-2-propanol, 75 g of pyridine-3-carboxaldehyde and 100 g of 1-methyl-1,5,6,7-tetrahydroindol-4-one were introduced into a 1-liter reactor equipped with a mechanical stirrer and surmounted by a condenser and a thermometer. After 10 minutes of stirring, 157 g of potassium tert-butoxide were added in small portions over 15 minutes. Following addition, the temperature was held at 75° C. for 1 hour. The reaction mixture was allowed to return to room temperature and then was neutral... The reactants are FC(C=1C=C(C=C(C1)C(F)(F)F)NC(=C(C#N)S(=O)(=O)C1=CC=C(C=C1)Cl)SC)(F)F (3-(3,5-Bis(trifluoromethyl)phenylamino)-2-(4-chloro-phenylsulfonyl)-3-methylsulfanyl-2-propenenitrile), C[C@@H](C(C)C)N ((S)-1,2-dimethylpropylamine). Yields the product FC(C=1C=C(C=C(C1)C(F)(F)F)NC(=C(C#N)S(=O)(=O)C1=CC=C(C=C1)Cl)N[C@H](C(C)C)C)(F)F ((S)-3-[3,5-Bis(trifluoromethyl)phenylamino]-2-(4-chlorophenylsulfonyl)-3-(1,2-dimethylpropylamino)-2-propenenitrile). Yield: 18.0%. As a reaction SMILES: [F:1][C:2]([F:31])([F:30])[C:3]1[CH:4]=[C:5]([NH:13][C:14](SC)=[C:15]([S:18]([C:21]2[CH:26]=[CH:25][C:24]([Cl:27])=[CH:23][CH:22]=2)(=[O:20])=[O:19])[C:16]#[N:17])[CH:6]=[C:7]([C:9]([F:12])([F:11])[F:10])[CH:8]=1.[CH3:32][C@H:33]([NH2:37])[CH:34]([CH3:36])[CH3:35]>>[F:31][C:2]([F:30])([F:1])[C:3]1[CH:4]=[C:5]([NH:13][C:14]([NH:37][C@@H:33]([CH3:32])[CH:34]([CH3:36])[CH3:35])=[C:15]([S:18]([C:21]2[CH:26]=[CH:25][C:24]([Cl:27])=[CH:23][CH:22]=2)(=[O:19])=[O:20])[C:16]#[N:17])[CH:6]=[C:7]([C:9]([F:12])([F:11])[F:10])[CH:8]=1. Procedure: 3-(3,5-Bis(trifluoromethyl)phenylamino)-2-(4-chloro-phenylsulfonyl)-3-methylsulfanyl-2-propenenitrile (0.200 g, 0.4 mmol) was stirred in (S)-1,2-dimethylpropylamine (0.2 ml) at 80° C. in a sealed flask for 20 h. Work up as described in Example 1, 2) gave 40 mg (18%) of the title compound as white crystals. 1H NMR (300 MHz, CDCl3): d=0.85 (dd, 6H), 1.05 (d, 3H), 1.7 (m,1H) 3.10 (m, 1H), 7.43 (s, 2H), 7.48 (d, 2H), 7.70 (s, 1H), 7.80 (d, 2H). Starting materials: [Li] (lithium), [Li] (lithium), solution, N1C=NC(=C1)C=1SC=C(N1)C(=O)OCC (Ethyl 2-(1H-imidazol-4-yl)thiazole-4-carboxylate). The solvent is C1CCOC1 (THF). Run at time 4 hour. The product is N1C=NC(=C1)C=1SC=C(N1)C(=O)O (2-(1H-imidazol-4-yl)thiazole-4-carboxylic acid). RXN SMILES: [NH:1]1[CH:5]=[C:4]([C:6]2[S:7][CH:8]=[C:9]([C:11]([O:13]CC)=[O:12])[N:10]=2)[N:3]=[CH:2]1.[Li]>C1COCC1>[NH:1]1[CH:5]=[C:4]([C:6]2[S:7][CH:8]=[C:9]([C:11]([OH:13])=[O:12])[N:10]=2)[N:3]=[CH:2]1 |^1:15|. Procedure: Ethyl 2-(1H-imidazol-4-yl)thiazole-4-carboxylate (1.5 g, 6.72 mmol) was dissolved in THF (10 ml). Into the suspension, lithium hydroxyde monohydrate 1M solution (13.44 ml, 13.44 mmol) was added and the resulting mixture was stirred for 4 h. Then 3.36 ml of lithium hydroxyde monohydrate 1M solution was added and the mixture was stirred for another hour. The mixture was evaporated, 10 ml of water added and the pH was adjusted to 1 with concentrated HCl. The precipitate was filtered. Both the filtr...